From a dataset of the Open Reaction Database (ORD), a public repository of structured organic reaction records. describe an organic reaction: reactants, conditions, products, and yield Starting materials: Cl, ClCCl, O=[N+]([O-])c1cc(C(F)(F)F)cc([N+](=O)[O-])c1Nc1cccc(OC(F)(F)C(F)(F)F)c1, Nc1ccccc1. Product: O=[N+]([O-])c1cc(C(F)(F)F)cc([N+](=O)[O-])c1Nc1cccc(OC(F)(F)C(F)(F)F)c1Cl. RXN SMILES: [Cl:39].[Cl:40][CH2:41][Cl:42].[N+:8](=[O:9])([O-:10])[c:11]1[c:12]([NH:24][c:25]2[cH:26][c:27]([O:31][C:32]([C:33]([F:34])([F:35])[F:36])([F:37])[F:38])[cH:28][cH:29][cH:30]2)[c:13]([N+:21](=[O:22])[O-:23])[cH:14][c:15]([C:17]([F:18])([F:19])[F:20])[cH:16]1.[c:1]1([NH2:2])[cH:3][cH:4][cH:5][cH:6][cH:7]1>>[N+:8](=[O:9])([O-:10])[c:11]1[c:12]([NH:24][c:25]2[c:26]([Cl:40])[c:27]([O:31][C:32]([C:33]([F:34])([F:35])[F:36])([F:37])[F:38])[cH:28][cH:29][cH:30]2)[c:13]([N+:21](=[O:22])[O-:23])[cH:14][c:15]([C:17]([F:18])([F:19])[F:20])[cH:16]1. Starting materials: Cc1cc(C(=O)O)on1, Cl, Cl, Cl, NC1CCC(CCN2CCN(c3nccc4c3OCC4)CC2)CC1. Product: Cc1cc(C(=O)NC2CCC(CCN3CCN(c4nccc5c4OCC5)CC3)CC2)on1. As a reaction SMILES: [CH3:28][c:29]1[n:30][o:31][c:32]([C:34](=[O:35])[OH:36])[cH:33]1.[ClH:1].[ClH:2].[ClH:3].[O:4]1[CH2:5][CH2:6][c:7]2[c:8]1[c:9]([N:13]1[CH2:14][CH2:15][N:16]([CH2:19][CH2:20][CH:21]3[CH2:22][CH2:23][CH:24]([NH2:27])[CH2:25][CH2:26]3)[CH2:17][CH2:18]1)[n:10][cH:11][cH:12]2>>[O:4]1[CH2:5][CH2:6][c:7]2[c:8]1[c:9]([N:13]1[CH2:14][CH2:15][N:16]([CH2:19][CH2:20][CH:21]3[CH2:22][CH2:23][CH:24]([NH:27][C:34]([c:32]4[o:31][n:30][c:29]([CH3:28])[cH:33]4)=[O:35])[CH2:25][CH2:26]3)[CH2:17][CH2:18]1)[n:10][cH:11][cH:12]2.